The task is: describe an organic reaction: reactants, conditions, products, and yield. This data is from the Open Reaction Database (ORD), a public repository of structured organic reaction records. Starting materials: C(C#C)OCC(=O)Cl (Prop-2-ynyloxyacetyl chloride), CNC (dimethylamine). Run in O1CCCC1 (tetrahydrofuran), O1CCCC1 (tetrahydrofuran). The product is CN(C(COCC#C)=O)C (N,N-dimethyl-2-(prop-2-yn-1-yloxy)acetamide). RXN SMILES: [CH2:1]([O:4][CH2:5][C:6](Cl)=[O:7])[C:2]#[CH:3].[CH3:9][NH:10][CH3:11]>O1CCCC1>[CH3:9][N:10]([CH3:11])[C:6](=[O:7])[CH2:5][O:4][CH2:1][C:2]#[CH:3]. Procedure: Prop-2-ynyloxyacetyl chloride (1.74 g) in tetrahydrofuran (20 ml) was added dropwise over 5 min. to a stirred solution of dimethylamine (12 ml of 33% solution in ethanol) in tetrahydrofuran (15 ml) at ambient temperature. After 30 minutes the solvent was evaporated and the residue was partitioned between saturated aqueous sodium bicarbonate (20 ml) and ethyl acetate (30 ml). The aqueous layer was separated and then re-extracted with ethyl acetate (20 ml). The combined ethyl acetate extracts were...